This data is from the Open Reaction Database (ORD), a public repository of structured organic reaction records. The task is: describe an organic reaction: reactants, conditions, products, and yield Starting materials: C(C1=CC=CC=C1)(C1=CC=CC=C1)(C1=CC=CC=C1)Cl (Ph3CCl), BrC=1C=NNC1 (4-bromopyrazole), CC(C)([O-])C.[K+] (potassium tert-butoxide). The solvent is CN(C)C=O (DMF), O (water). Conditions: temperature 28 celsius, time 12 hour. Yields the product BrC=1C=NN(C1)C(C1=CC=CC=C1)(C1=CC=CC=C1)C1=CC=CC=C1 (4-bromo-1-trityl-1H-pyrazole). RXN SMILES: [C:1](Cl)([C:14]1[CH:19]=[CH:18][CH:17]=[CH:16][CH:15]=1)([C:8]1[CH:13]=[CH:12][CH:11]=[CH:10][CH:9]=1)[C:2]1[CH:7]=[CH:6][CH:5]=[CH:4][CH:3]=1.[Br:21][C:22]1[CH:23]=[N:24][NH:25][CH:26]=1.CC(C)([O-])C.[K+]>CN(C=O)C.O>[Br:21][C:22]1[CH:23]=[N:24][N:25]([C:1]([C:14]2[CH:19]=[CH:18][CH:17]=[CH:16][CH:15]=2)([C:8]2[CH:13]=[CH:12][CH:11]=[CH:10][CH:9]=2)[C:2]2[CH:7]=[CH:6][CH:5]=[CH:4][CH:3]=2)[CH:26]=1 |f:2.3|. Reported procedure: Ph3CCl (10.4 g, 37 mmol) was added to a mixture of 4-bromopyrazole (5.0 g, 34 mmol) and potassium tert-butoxide (4.58 g, 41 mmol) in DMF (15 mL) at 0° C. then the mixture was stirred at 28° C. for 12 hours. The mixture was diluted with water and extracted with ethyl acetate, filtrated and recrystallized. The solid was dried under reduced pressure to afford 4-bromo-1-trityl-1H-pyrazole. MS ESI calc'd. for C22H18BrN2 [M+H]+389 and 391. found 389 and 391. 1H NMR (400 MHz, DMSO-d6): δ 7.74 (s, 1H), ... The reactants are CC(C)(C)OC(=O)N1CCCC(c2ccccc2)C1C(=O)O, CCCCN1CCN(C(C(=O)N[NH3+])c2ccccc2)C(=O)C1=O, CCN(C(C)C)C(C)C, [Cl-], ClCCCl, N=C=N, On1nnc2ccccc21. Product: CCCCN1CCN(C(C(=O)NNC(=O)C2C(c3ccccc3)CCCN2C(=O)OC(C)(C)C)c2ccccc2)C(=O)C1=O. RXN SMILES: [C:25]([CH3:26])([CH3:27])([CH3:28])[O:29][C:30](=[O:31])[N:32]1[CH:33]([C:44](=[O:45])[OH:46])[CH:34]([c:38]2[cH:39][cH:40][cH:41][cH:42][cH:43]2)[CH2:35][CH2:36][CH2:37]1.[CH2:2]([CH2:3][CH2:4][CH3:5])[N:6]1[C:7](=[O:24])[C:8](=[O:23])[N:9]([CH:12]([C:13](=[O:14])[NH:15][NH3+:16])[c:17]2[cH:18][cH:19][cH:20][cH:21][cH:22]2)[CH2:10][CH2:11]1.[CH:57]([N:58]([CH:59]([CH3:60])[CH3:61])[CH2:62][CH3:63])([CH3:64])[CH3:65].[Cl-:1].[Cl:69][CH2:70][CH2:71][Cl:72].[NH:66]=[C:67]=[NH:68].[OH:47][n:48]1[c:49]2[cH:50][cH:51][cH:52][cH:53][c:54]2[n:55][n:56]1>>[CH2:2]([CH2:3][CH2:4][CH3:5])[N:6]1[C:7](=[O:24])[C:8](=[O:23])[N:9]([CH:12]([C:13](=[O:14])[NH:15][NH:16][C:44]([CH:33]2[N:32]([C:30]([O:29][C:25]([CH3:26])([CH3:27])[CH3:28])=[O:31])[CH2:37][CH2:36][CH2:35][CH:34]2[c:38]2[cH:39][cH:40][cH:41][cH:42][cH:43]2)=[O:45])[c:17]2[cH:18][cH:19][cH:20][cH:21][cH:22]2)[CH2:10][CH2:11]1. The reactants are ClCC(CCC1=CC=CC=C1)=O (1-chloro-4-phenyl-2-butanone), NC1=NC(=CC(N1)=O)N (2,6-diamino-3H-pyrimidin-4-one). Product: NC=1NC(C2=C(N1)NC(=C2)CCC2=CC=CC=C2)=O (2-amino-6-phenethyl-3,7-dihydro-pyrrolo[2,3-d]pyrimidin-4-one). Isolated yield 39.0%. Reaction SMILES: Cl[CH2:2][C:3](=O)[CH2:4][CH2:5][C:6]1[CH:11]=[CH:10][CH:9]=[CH:8][CH:7]=1.[NH2:13][C:14]1[NH:19][C:18](=[O:20])[CH:17]=[C:16]([NH2:21])[N:15]=1>>[NH2:13][C:14]1[NH:19][C:18](=[O:20])[C:17]2[CH:2]=[C:3]([CH2:4][CH2:5][C:6]3[CH:11]=[CH:10][CH:9]=[CH:8][CH:7]=3)[NH:21][C:16]=2[N:15]=1. Procedure: FIG. 19 presents the method used to synthesize 2-amino-6-phenethyl-3,7-dihydro-pyrrolo[2,3-d]pyrimidin-4-one 9. Phenylpropanoyl chloride7 was reacted with CH2N2 in the presence of gaseous hydrogen chloride and ether to produce 1-chloro-4-phenyl-2-butanone 8. 1-chloro-4-phenyl-2-butanone 8 was reacted with 2,6-diamino-3H-pyrimidin-4-one 1 to produce 2-amino-6-phenethyl-3,7-dihydro-pyrrolo[2,3-d]pyrimidin-4-one 9 at a 39% yield.